Dataset: the Open Reaction Database (ORD), a public repository of structured organic reaction records. Task: describe an organic reaction: reactants, conditions, products, and yield Reactants: C(C1=CC=CC=C1)N1C(=NC2=C(C1=O)C1=C(S2)C(CCC1)=O)C1=CC(=C(C(=C1)OC)OC)OC (3-Benzyl-2-(3,4,5-trimethoxyphenyl)-6,7-dihydro-3H,5H-benzo[4,5]thieno[2,3-d]pyrimidine-4,8-dione), C[N+](=CCl)C.[Cl-] (Vilsmeier reagent), O=P(Cl)(Cl)Cl (POCl3), CN(C)C=O (DMF). The solvent is ClCCCl (1,2-dichloroethane), ClCCl (dichloromethane), CC(=O)[O-].[Na+] (NaOAc). Conditions: time 3 hour. Yields the product C(C1=CC=CC=C1)N1C(=NC2=C(C1=O)C1=C(S2)C(=C(CC1)C=O)Cl)C1=CC(=C(C(=C1)OC)OC)OC (3-Benzyl-8-chloro-4-oxo-2-(3,4,5-trimethoxyphenyl)-3,4,5,6-tetrahydro-benzo[4,5]thieno[2,3-d]pyrimidine-7-carbaldehyde). As a reaction SMILES: O=P(Cl)(Cl)Cl.CN(C=O)C.[CH2:11]([N:18]1[C:23](=[O:24])[C:22]2[C:25]3[CH2:31][CH2:30][CH2:29][C:28](=[O:32])[C:26]=3[S:27][C:21]=2[N:20]=[C:19]1[C:33]1[CH:38]=[C:37]([O:39][CH3:40])[C:36]([O:41][CH3:42])=[C:35]([O:43][CH3:44])[CH:34]=1)[C:12]1[CH:17]=[CH:16][CH:15]=[CH:14][CH:13]=1.C[N+](C)=[CH:47][Cl:48].[Cl-]>ClCCCl.ClCCl.CC([O-])=O.[Na+]>[CH2:11]([N:18]1[C:23](=[O:24])[C:22]2[C:25]3[CH2:31][CH2:30][C:29]([CH:28]=[O:32])=[C:47]([Cl:48])[C:26]=3[S:27][C:21]=2[N:20]=[C:19]1[C:33]1[CH:38]=[C:37]([O:39][CH3:40])[C:36]([O:41][CH3:42])=[C:35]([O:43][CH3:44])[CH:34]=1)[C:12]1[CH:13]=[CH:14][CH:15]=[CH:16][CH:17]=1 |f:3.4,7.8|. Procedure: POCl3 (3.5 ml) was added slowly to a cold, dry DMF (2.3 ml). 3-Benzyl-2-(3,4,5-trimethoxyphenyl)-6,7-dihydro-3H,5H-benzo[4,5]thieno[2,3-d]pyrimidine-4,8-dione (compound No. 2) (0.5 g, 1.1 mmol) in 1,2-dichloroethane was added slowly to the Vilsmeier reagent and stirred at room temperature for three hours after which the reaction mixture was refluxed for 15 minutes. After stirring overnight at room temperature the reaction mixture was diluted with dichloromethane and neutralized with NaOAc-soluti... Starting materials: CO, [K+], O=C(CCl)NCCCOc1cc(CN2CCCCC2)ccn1, [OH-], OCCS. Product: O=C(CSCCO)NCCCOc1cc(CN2CCCCC2)ccn1. As a reaction SMILES: [CH3:29][OH:30].[K+:6].[N:7]1([CH2:13][c:14]2[cH:15][c:16]([O:20][CH2:21][CH2:22][CH2:23][NH:24][C:25]([CH2:26][Cl:27])=[O:28])[n:17][cH:18][cH:19]2)[CH2:8][CH2:9][CH2:10][CH2:11][CH2:12]1.[OH-:5].[SH:1][CH2:2][CH2:3][OH:4]>>[S:1]([CH2:2][CH2:3][OH:4])[CH2:26][C:25]([NH:24][CH2:23][CH2:22][CH2:21][O:20][c:16]1[cH:15][c:14]([CH2:13][N:7]2[CH2:8][CH2:9][CH2:10][CH2:11][CH2:12]2)[cH:19][cH:18][n:17]1)=[O:28]. Starting materials: [Al+3], O=C1CCC(C(=O)O)(c2cccc3ccccc23)CC1, [H-], [H-], [H-], [H-], [Li+], [Na+], C1CCOC1, [OH-], O. Product: O=C1CCC(CO)(c2cccc3ccccc23)CC1. RXN SMILES: [Al+3:27].[C:1](=[O:2])([OH:3])[C:4]1([c:11]2[cH:12][cH:13][cH:14][c:15]3[cH:16][cH:17][cH:18][cH:19][c:20]23)[CH2:5][CH2:6][C:7](=[O:10])[CH2:8][CH2:9]1.[H-:26].[H-:29].[H-:30].[H-:31].[Li+:28].[Na+:33].[O:21]1[CH2:22][CH2:23][CH2:24][CH2:25]1.[OH-:32].[OH2:34]>>[CH2:1]([OH:2])[C:4]1([c:11]2[cH:12][cH:13][cH:14][c:15]3[cH:16][cH:17][cH:18][cH:19][c:20]23)[CH2:5][CH2:6][C:7](=[O:10])[CH2:8][CH2:9]1. Starting materials: O (water), FC(C1=NC2=C(N1C1=NC(=C3C(=N1)N(N=C3)C3CCNCC3)N3CCOCC3)C=CC=C2OC)F (6-[2-(difluoromethyl)-4-methoxy-1H-benzimidazol-1-yl]-4-(4-morpholinyl)-1-(4-piperidinyl)-1H-pyrazolo[3,4-d]pyrimidine), CCN(C(C)C)C(C)C (DIPEA), ClCCS(=O)(=O)Cl (2-chloroethanesulfonyl chloride). Solvent: C(Cl)Cl (CH2Cl2). Conditions: temperature -15 celsius. Yields the product FC(C1=NC2=C(N1C1=NC(=C3C(=N1)N(N=C3)C3CCN(CC3)S(=O)(=O)C=C)N3CCOCC3)C=CC=C2OC)F (6-[2-(difluoromethyl)-4-methoxy-1H-benzimidazol-1-yl]-4-(4-morpholinyl)-1-[1-(vinylsulfonyl)-4-piperidinyl]-1H-pyrazolo[3,4-d]pyrimidine). Yield: 44.8%. Reaction SMILES: [F:1][CH:2]([F:35])[C:3]1[N:7]([C:8]2[N:13]=[C:12]3[N:14]([CH:17]4[CH2:22][CH2:21][NH:20][CH2:19][CH2:18]4)[N:15]=[CH:16][C:11]3=[C:10]([N:23]3[CH2:28][CH2:27][O:26][CH2:25][CH2:24]3)[N:9]=2)[C:6]2[CH:29]=[CH:30][CH:31]=[C:32]([O:33][CH3:34])[C:5]=2[N:4]=1.CCN(C(C)C)C(C)C.Cl[CH2:46][CH2:47][S:48](Cl)(=[O:50])=[O:49].O>C(Cl)Cl>[F:35][CH:2]([F:1])[C:3]1[N:7]([C:8]2[N:13]=[C:12]3[N:14]([CH:17]4[CH2:22][CH2:21][N:20]([S:48]([CH:47]=[CH2:46])(=[O:50])=[O:49])[CH2:19][CH2:18]4)[N:15]=[CH:16][C:11]3=[C:10]([N:23]3[CH2:24][CH2:25][O:26][CH2:27][CH2:28]3)[N:9]=2)[C:6]2[CH:29]=[CH:30][CH:31]=[C:32]([O:33][CH3:34])[C:5]=2[N:4]=1. Reported procedure: A mixture of 0.41 g (0.84 mmol) of 6-[2-(difluoromethyl)-4-methoxy-1H-benzimidazol-1-yl]-4-(4-morpholinyl)-1-(4-piperidinyl)-1H-pyrazolo[3,4-d]pyrimidine (Example 8) and 0.27 g (2 mmol) DIPEA in CH2Cl2 was cooled to −15° C., and 200 mg (1.2 mmol) of 2-chloroethanesulfonyl chloride was added. The mixture was allowed to warm to 0° C. over 1 hr, and water was added. The organic layer was dried and concentrated. Chromatography on silica, eluting with CH2Cl2/EtOAc (1:1), gave 216 mg (45% yield) of 6-... Reactants: C(C)C1=C(C2=C(C(=C3C=C(C=C1N23)OC)C(=O)O)C(=O)O)C2=CC=C(C=C2)OC (4-ethyl-6-methoxy-3-(4-methoxyphenyl)pyrrolo[2,1,5-cd]indolizine-1,2-dicarboxylic acid), N1=CC=CC2=CC=CC=C12 (quinoline). Reagents/catalysts: [Cu] (copper). Run at temperature 170 celsius. Product: C(C)C1=C(C=2N3C(C=C(C=C13)OC)=CC2)C2=CC=C(C=C2)OC (1-Ethyl-6-methoxy-2-(4-methoxyphenyl)pyrrolo[2,1,5-cd]indolizine). The yield is 77.3%. RXN SMILES: [CH2:1]([C:3]1[C:12]2[N:13]3[C:8]([CH:9]=[C:10]([O:14][CH3:15])[CH:11]=2)=[C:7](C(O)=O)[C:6](C(O)=O)=[C:5]3[C:4]=1[C:22]1[CH:27]=[CH:26][C:25]([O:28][CH3:29])=[CH:24][CH:23]=1)[CH3:2].N1C2C(=CC=CC=2)C=CC=1>[Cu]>[CH2:1]([C:3]1[C:12]2[N:13]3[C:8](=[CH:7][CH:6]=[C:5]3[C:4]=1[C:22]1[CH:27]=[CH:26][C:25]([O:28][CH3:29])=[CH:24][CH:23]=1)[CH:9]=[C:10]([O:14][CH3:15])[CH:11]=2)[CH3:2]. Procedure details: A mixture of 4-ethyl-6-methoxy-3-(4-methoxyphenyl)pyrrolo[2,1,5-cd]indolizine-1,2-dicarboxylic acid (1.75 g, 4.45 mmol), copper powder (0.4 g), and 90 ml of freshly purified quinoline was heated to 170° C. for eight hours in a nitrogen atmosphere. The copper catalyst was filtered off and the filtrate acidified with 6M hydrochloric acid and extracted with ether. The washed and dried (magnesium sulfate) extract was evaporated and the residue triturated with petroleum ether (40-60). The precipitate...